From a dataset of the Open Reaction Database (ORD), a public repository of structured organic reaction records. describe an organic reaction: reactants, conditions, products, and yield The product is C1(CC1)C1=C(CN2C(C(=CC3=C2N=C(N=C3)NC3=CC=C(C=C3)N3CCN(CC3)C)C#C)=O)C(=CC=C1)F (8-(2-cyclopropyl-6-fluorobenzyl)-6-ethynyl-2-[4-(4-methyl-piperazin-1-yl)-phenylamino]-8H-pyrido[2,3-d]pyrimidin-7-one). Reagents/catalysts: Cl[Pd]([P](C1=CC=CC=C1)(C2=CC=CC=C2)C3=CC=CC=C3)([P](C4=CC=CC=C4)(C5=CC=CC=C5)C6=CC=CC=C6)Cl (PdCl2(PPh3)2), [Cu]I (CuI). RXN SMILES: [CH:1]1([C:4]2[CH:38]=[CH:37][CH:36]=[C:35]([F:39])[C:5]=2[CH2:6][N:7]2[C:12]3[N:13]=[C:14]([NH:17][C:18]4[CH:23]=[CH:22][C:21]([N:24]5[CH2:29][CH2:28][N:27]([CH3:30])[CH2:26][CH2:25]5)=[CH:20][CH:19]=4)[N:15]=[CH:16][C:11]=3[CH:10]=[C:9]([C:31]#[C:32]C)[C:8]2=[O:34])[CH2:3][CH2:2]1.C([Si](C)(C)C)#C.C(=O)([O-])[O-].[K+].[K+]>C(N(CC)CC)C.Cl[Pd](Cl)([P](C1C=CC=CC=1)(C1C=CC=CC=1)C1C=CC=CC=1)[P](C1C=CC=CC=1)(C1C=CC=CC=1)C1C=CC=CC=1.[Cu]I>[CH:1]1([C:4]2[CH:38]=[CH:37][CH:36]=[C:35]([F:39])[C:5]=2[CH2:6][N:7]2[C:12]3[N:13]=[C:14]([NH:17][C:18]4[CH:19]=[CH:20][C:21]([N:24]5[CH2:29][CH2:28][N:27]([CH3:30])[CH2:26][CH2:25]5)=[CH:22][CH:23]=4)[N:15]=[CH:16][C:11]=3[CH:10]=[C:9]([C:31]#[CH:32])[C:8]2=[O:34])[CH2:2][CH2:3]1 |f:2.3.4,^1:61,80|. The solvent is C(C)N(CC)CC (triethylamine). The reactants are C1(CC1)C1=C(CN2C(C(=CC3=C2N=C(N=C3)NC3=CC=C(C=C3)N3CCN(CC3)C)C#CC)=O)C(=CC=C1)F (8-(2-cyclopropyl-6-fluorobenzyl)-2-[4-(4-methyl-piperazin-1-yl)-phenylamino]-6-prop-1-ynyl-8H-pyrido[2,3-d]pyrimidin-7-one), C(#C)[Si](C)(C)C (ethynyltrimethylsilane), C([O-])([O-])=O.[K+].[K+] (potassium carbonate). Reported procedure: The mixture of 6-bromo-8-(2-cyclopropyl-6-fluorobenzyl)-2-[4-(4-methyl-piperazin-1-yl)-phenylamino]-8H-pyrido[2,3-d]pyrimidin-7-one (11, 120 mg, 0.21 mmol), ethynyltrimethylsilane (74 μl, 0.53 mmol), PdCl2(PPh3)2 (15 mg, 0.02 mmol) and CuI (3 mg, 0.02 mmol) in triethylamine (1.5 mL) was irradiated for 90 min at 80° C. in a microwave reactor. The reaction mixture was cooled, filtered through Celite (washed with triethylamine and dichloromethane) and evaporated to dryness. The crude material was p... The yield is 19.0%. Run at time 30 minute. The reactants are [Si]([O-])([O-])([O-])[O-].[Na+].[Na+].[Na+].[Na+] (Sodium silicate), [N+](=O)([O-])[O-].[NH4+] (ammonium nitrate), [NH4+] (ammonium), 10, [Na] (sodium), raw material, [NH4+] (ammonium), [Na] (sodium), S(=O)(=O)([O-])[O-].[Al+3].S(=O)(=O)([O-])[O-].S(=O)(=O)([O-])[O-].[Al+3] (aluminum sulfate), [OH-].[Na+] (sodium hydroxide), [N+](=O)([O-])[O-].[NH4+] (ammonium nitrate). Reaction conditions: time 3 day. Product: [Si]([O-])([O-])([O-])[O-].[Al+3].[Si]([O-])([O-])([O-])[O-].[Si]([O-])([O-])([O-])[O-].[Al+3].[Al+3].[Al+3] (Aluminum Silicate). RXN SMILES: [Si:1]([O-:5])([O-:4])([O-:3])[O-:2].[Na+].[Na+].[Na+].[Na+].S([O-])([O-])(=O)=O.[Al+3:15].S([O-])([O-])(=O)=O.S([O-])([O-])(=O)=O.[Al+3].[OH-].[Na+].[N+]([O-])([O-])=O.[NH4+].[Na].[NH4+]>>[Si:1]([O-:5])([O-:4])([O-:3])[O-:2].[Al+3:15].[Si:1]([O-:5])([O-:4])([O-:3])[O-:2].[Si:1]([O-:5])([O-:4])([O-:3])[O-:2].[Al+3:15].[Al+3:15].[Al+3:15] |f:0.1.2.3.4,5.6.7.8.9,10.11,12.13,16.17.18.19.20.21.22,^1:33|. Procedure: Sodium silicate and aluminum sulfate, which are used as raw materials, are continuously mixed together while stirring so that the molar ratio of Si to Al equals 1:1. At the same time, sodium hydroxide is added to neutralize the mixture so that the reaction pH is in the range of 10 to 12, whereby a silica alumina gel is prepared. Then, using an aqueous ammonium nitrate solution in an amount such that the equivalent ratio of the aqueous ammonium nitrate solution to sodium in the gel equals 2:1, so... Starting materials: COc1ccc(CC(OC(C)C)C(=O)[O-])cc1CBr, OCc1ccc(C(F)(F)F)cc1F. Yields the product COc1ccc(CC(OC(C)C)C(=O)O)cc1COCc1ccc(C(F)(F)F)cc1F. Reaction SMILES: [Br:14][CH2:15][c:16]1[cH:17][c:18]([CH2:24][CH:25]([C:26](=[O:27])[O-:28])[O:29][CH:30]([CH3:31])[CH3:32])[cH:19][cH:20][c:21]1[O:22][CH3:23].[F:1][c:2]1[c:3]([CH2:4][OH:5])[cH:6][cH:7][c:8]([C:10]([F:11])([F:12])[F:13])[cH:9]1>>[F:1][c:2]1[c:3]([CH2:4][O:5][CH2:15][c:16]2[cH:17][c:18]([CH2:24][CH:25]([C:26](=[O:27])[OH:28])[O:29][CH:30]([CH3:31])[CH3:32])[cH:19][cH:20][c:21]2[O:22][CH3:23])[cH:6][cH:7][c:8]([C:10]([F:11])([F:12])[F:13])[cH:9]1. Reactants: CC(C)(C)N(C([O-])=O)[C@H]1CN(C[C@@H](C1)C)CC1=CC=CC=C1 (1,1-dimethylethyl[(3R,5R)-5-methyl-1-(phenylmethyl)-3-piperidinyl]carbamate), [H-].[Na+] (NaH), C(=O)(O)[O-].[Na+] (NaHCO3), CI (CH3I). Conditions: time 30 minute. RXN SMILES: C[C:2]([N:5]([C@@H:9]1[CH2:14][C@@H:13]([CH3:15])[CH2:12][N:11]([CH2:16][C:17]2[CH:22]=[CH:21][CH:20]=[CH:19][CH:18]=2)[CH2:10]1)[C:6](=[O:8])[O-:7])(C)C.[H-].[Na+].CI.C([O-])(O)=O.[Na+]>CN(C=O)C>[CH3:2][N:5]([C@@H:9]1[CH2:14][C@@H:13]([CH3:15])[CH2:12][N:11]([CH2:16][C:17]2[CH:22]=[CH:21][CH:20]=[CH:19][CH:18]=2)[CH2:10]1)[C:6](=[O:8])[O:7][C:13]([CH3:15])([CH3:14])[CH3:12] |f:1.2,4.5|. Product: CN(C(OC(C)(C)C)=O)[C@H]1CN(C[C@@H](C1)C)CC1=CC=CC=C1 (1,1-Dimethylethyl methyl[(3R,5R)-5-methyl-1-(phenylmethyl)-3-piperidinyl]carbamate). Reported procedure: To 1,1-dimethylethyl[(3R,5R)-5-methyl-1-(phenylmethyl)-3-piperidinyl]carbamate (196 mg, 0.644 mmol) in DMF (3 mL) was added NaH (38.6 mg, 0.966 mmol), and the resulting mixture was vigorously stirred for 30 minutes. CH3I (0.044 mL, 0.708 mmol) was added, and the reaction mixture was stirred for 3 hours at room temperature. Saturated aqueous NaHCO3 was added carefully (˜5 mL: initial vigorous bubbling), and the resulting mixture was poured onto water and EtOAc. The organic layer was separated, wa... Yield: 158.0%. Solvent: CN(C)C=O (DMF). The reactants are O1CCCC1 (tetrahydrofuran), C(C)OP(=O)(OCC)CC(=O)OCC (ethyl diethylphosphonoacetate), [H-].[Na+] (sodium hydride), COC1=C(C=C(C=O)C=C1)OCOC (4-methoxy-3-(methoxymethoxy)benzaldehyde). Run in CN(C=O)C (N,N-dimethylformamide). Conditions: temperature 60 celsius, time 2 hour. Product: COC1=C(C=C(C=C1)/C=C/C(=O)OCC)OCOC (ethyl (2E)-3-[4-methoxy-3-(methoxymethoxy)phenyl]-2-propenoate). Isolated yield 4.2%. As a reaction SMILES: [CH3:1][O:2][C:3]1[CH:10]=[CH:9][C:6]([CH:7]=O)=[CH:5][C:4]=1[O:11][CH2:12][O:13][CH3:14].O1CCCC1.C(OP([CH2:28][C:29]([O:31][CH2:32][CH3:33])=[O:30])(OCC)=O)C.[H-].[Na+]>CN(C)C=O>[CH3:1][O:2][C:3]1[CH:10]=[CH:9][C:6](/[CH:7]=[CH:28]/[C:29]([O:31][CH2:32][CH3:33])=[O:30])=[CH:5][C:4]=1[O:11][CH2:12][O:13][CH3:14] |f:3.4|. Procedure details: The compound (3.42 g, 17.4 mmol) of Example 9-1 was dissolved in N,N-dimethylformamide (30 ml) and tetrahydrofuran (30 ml) and then thereto were added ethyl diethylphosphonoacetate (3.91 g, 17.4 mmol) and sodium hydride (766 mg, 19.1 mmol). After stirring for 2 hours at 60° C., the mixture was allowed to cool to room temperature, and tetrahydrofuran was removed under reduced pressure. To the residue was added water, and the mixture was extracted with ethyl acetate-toluene (3:1). The organic laye... The reactants are BrC1=CC(=C(C(=C1)C)N1N=C(C(=C1CC)CN1CC2=CC=CC=C2C[C@@H]1CO)CC)C ((R)-{2-[1-(4-bromo-2,6-dimethylphenyl)-3,5-diethyl-1H-pyrazol-4-ylmethyl]-1,2,3,4-tetrahydro-isoquinolin-3-yl }-methanol), [H-].[Na+] (sodium hydride), [H-].[Na+] (sodium hydride), [H-].[Na+] (sodium hydride), C(C)I (ethyl iodide). Solvent: O1CCCC1 (tetrahydrofuran). Conditions: time 5 minute. Yields the product BrC1=CC(=C(C(=C1)C)N1N=C(C(=C1CC)CN1CC2=CC=CC=C2C[C@@H]1COCC)CC)C ((R)-2-[1-(4-Bromo-2,6-dimethylphenyl)-3,5-diethyl-1H-pyrazol-4-ylmethyl]-3-ethyoxymethyl-1,2,3,4-tetrahydro-isoquinoline). Yield: 141.1%. As a reaction SMILES: [Br:1][C:2]1[CH:7]=[C:6]([CH3:8])[C:5]([N:9]2[C:13]([CH2:14][CH3:15])=[C:12]([CH2:16][N:17]3[C@@H:26]([CH2:27][OH:28])[CH2:25][C:24]4[C:19](=[CH:20][CH:21]=[CH:22][CH:23]=4)[CH2:18]3)[C:11]([CH2:29][CH3:30])=[N:10]2)=[C:4]([CH3:31])[CH:3]=1.[H-].[Na+].[CH2:34](I)[CH3:35]>O1CCCC1>[Br:1][C:2]1[CH:7]=[C:6]([CH3:8])[C:5]([N:9]2[C:13]([CH2:14][CH3:15])=[C:12]([CH2:16][N:17]3[C@@H:26]([CH2:27][O:28][CH2:34][CH3:35])[CH2:25][C:24]4[C:19](=[CH:20][CH:21]=[CH:22][CH:23]=4)[CH2:18]3)[C:11]([CH2:29][CH3:30])=[N:10]2)=[C:4]([CH3:31])[CH:3]=1 |f:1.2|. Procedure details: To an ambient temperature solution of (R)-{2-[1-(4-bromo-2,6-dimethylphenyl)-3,5-diethyl-1H-pyrazol-4-ylmethyl]-1,2,3,4-tetrahydro-isoquinolin-3-yl }-methanol (0.45 g, 0.93 mmol) in anhydrous tetrahydrofuran (12 ml) was added sodium hydride (224 mg of 60% sodium hydride mineral oil dispersion; 5.6 mmol of sodium hydride was added. After stirring for 5 minutes, ethyl iodide (0.37 ml, 4.7 mmol) was added all at once. The reaction mixture was then stirred for 21 hours. The solvent was removed in va... Reactants: ClC1=C(C(=C(C(=C1O)Cl)Cl)Cl)Cl (pentachlorophenol), C1(CCCCC1)N=C=NC1CCCCC1 (dicyclohexylcarbodiimide), N1[C@@H](CCC1=O)C(=O)O (L-pyroglutamic acid). The solvent is O1CCCC1 (tetrahydrofurane), O1CCCC1 (tetrahydrofurane). Reaction conditions: temperature 0 celsius, time 5 hour. Product: ClC1=C(C(=C(C(=C1OC([C@H]1NC(CC1)=O)=O)Cl)Cl)Cl)Cl (L-pyroglutamic acid pentachlorophenyl ester). The yield is 46.4%. As a reaction SMILES: [NH:1]1[C:5](=[O:6])[CH2:4][CH2:3][C@H:2]1[C:7]([OH:9])=[O:8].[Cl:10][C:11]1[C:16](O)=[C:15]([Cl:18])[C:14]([Cl:19])=[C:13]([Cl:20])[C:12]=1[Cl:21].C1(N=C=NC2CCCCC2)CCCCC1>O1CCCC1>[Cl:10][C:11]1[C:16]([O:8][C:7](=[O:9])[C@@H:2]2[CH2:3][CH2:4][C:5](=[O:6])[NH:1]2)=[C:15]([Cl:18])[C:14]([Cl:19])=[C:13]([Cl:20])[C:12]=1[Cl:21]. Procedure: 129 g (1mol) of L-pyroglutamic acid were finely ground in a mortar and suspended in 2 l of tetrahydrofurane. 319 g (1.2 mol) of pentachlorophenol and, at 0° C., 220 g (1.06 mol) of dicyclohexylcarbodiimide dissolved in 300 ml of tetrahydrofurane were added. The mixture was stirred for 1 hour at 0° C. and for 5 hours at room temperature. The dicyclohexyl urea was filtered off, and extracted with a small amount of warm tetrahydrofurane. The solvent was distilled off in vacuum. The residue was boil...